Dataset: the Open Reaction Database (ORD), a public repository of structured organic reaction records. Task: describe an organic reaction: reactants, conditions, products, and yield Reactants: [C@H]12[C@H](NC[C@@H]2CCC1)CNC(=O)C1=C(N=C2SC=CN21)C (6-methyl-imidazo[2,1-b]thiazole-5-carboxylic acid-[(1S,2S,5R)-3-aza-bicyclo[3.3.0]oct-2-ylmethyl]-amide), C=1(C(=CC=CC1)C(=O)O)C1=CC=CC=C1 (biphenyl-2-carboxylic acid). Reaction SMILES: [C@H:1]12[CH2:8][CH2:7][CH2:6][C@H:5]1[CH2:4][NH:3][C@@H:2]2[CH2:9][NH:10][C:11]([C:13]1[N:20]2[C:16]([S:17][CH:18]=[CH:19]2)=[N:15][C:14]=1[CH3:21])=[O:12].[C:22]1([C:31]2[CH:36]=[CH:35][CH:34]=[CH:33][CH:32]=2)[C:23]([C:28](O)=[O:29])=[CH:24][CH:25]=[CH:26][CH:27]=1>>[C:22]1([C:31]2[CH:36]=[CH:35][CH:34]=[CH:33][CH:32]=2)[C:23]([C:28]([N:3]2[CH2:4][C@H:5]3[C@H:1]([CH2:8][CH2:7][CH2:6]3)[C@H:2]2[CH2:9][NH:10][C:11]([C:13]2[N:20]3[C:16]([S:17][CH:18]=[CH:19]3)=[N:15][C:14]=2[CH3:21])=[O:12])=[O:29])=[CH:24][CH:25]=[CH:26][CH:27]=1. Yields the product C=1(C(=CC=CC1)C(=O)N1[C@@H]([C@H]2CCC[C@H]2C1)CNC(=O)C1=C(N=C2SC=CN21)C)C2=CC=CC=C2 (6-Methyl-imidazo[2,1-b]thiazole-5-carboxylic acid-(1S,2S,5R)-[3-(biphenyl-2-carbonyl)-3-aza-bicyclo[3.3.0]oct-2-ylmethyl]-amide). Procedure: prepared by reaction of 6-methyl-imidazo[2,1-b]thiazole-5-carboxylic acid-[(1S,2S,5R)-3-aza-bicyclo[3.3.0]oct-2-ylmethyl]-amide with commercially available biphenyl-2-carboxylic acid. Starting materials: CC(C)=NNC(=O)OC(C)(C)C (tert-butyl 2-(propan-2-ylidene)hydrazinecarboxylate), [H][H] (hydrogen). Reagents/catalysts: [Pd] (palladium). Solvent: C(C)(=O)O (acetic acid), CO (methanol). Yields the product C(C)(C)NNC(=O)OC(C)(C)C (tert-butyl 2-isopropylhydrazinecarboxylate). RXN SMILES: [CH3:1][C:2](=[N:4][NH:5][C:6]([O:8][C:9]([CH3:12])([CH3:11])[CH3:10])=[O:7])[CH3:3].[H][H]>[Pd].C(O)(=O)C.CO>[CH:2]([NH:4][NH:5][C:6]([O:8][C:9]([CH3:11])([CH3:10])[CH3:12])=[O:7])([CH3:3])[CH3:1]. Reported procedure: tert-Butyl 2-(propan-2-ylidene)hydrazinecarboxylate 2 was reduced with palladium catalyst on carbon with hydrogen gas in acetic acid and methanol to give tert-butyl 2-isopropylhydrazinecarboxylate 3 (CAS Reg. No. 16689-35-3). Starting materials: ClC=1N=NC(=CC1)NN (3-chloro-6-pyridazinyl-hydrazine), N=C(CC#N)C (3-iminobutyronitrile). Solvent: C(C)O (ethanol). The product is ClC=1N=NC(=CC1)N1N=C(C=C1N)C (3-chloro-6-(3-methyl-5-amino-1-pyrazolyl)-pyridazine). As a reaction SMILES: [Cl:1][C:2]1[N:3]=[N:4][C:5]([NH:8][NH2:9])=[CH:6][CH:7]=1.N=[C:11]([CH3:15])[CH2:12][C:13]#[N:14]>C(O)C>[Cl:1][C:2]1[N:3]=[N:4][C:5]([N:8]2[C:13]([NH2:14])=[CH:12][C:11]([CH3:15])=[N:9]2)=[CH:6][CH:7]=1. Procedure details: A mixture of 14.5 g (0.1 moles) of 3-chloro-6-pyridazinyl-hydrazine, 8.5 g (0.1 moles) of 3-iminobutyronitrile and 150 ml of ethanol is heated to reflux for 9 hours. After cooling the separated crystals are filtered, washed with ethanol and dried. Yield: 15.6 g (74.0%); m.p.: 148°-150° C. The hydrochloride melts at 157°-159° C.